Dataset: the Open Reaction Database (ORD), a public repository of structured organic reaction records. Task: describe an organic reaction: reactants, conditions, products, and yield The reactants are ClC1=CNC2=CC(=CC=C12)C(=O)NC(COCC1CCNCC1)C1=C(C=CC=C1)Cl (3-chloro-N-[1-(2-chlorophenyl)-2-(piperidin-4-ylmethoxy)ethyl]-1H-indole-6-carboxamide), C([O-])([O-])=O.[K+].[K+] (potassium carbonate), [I-].[K+] (potassium iodide), ClCCO (2-chloroethanol). Run in O (water), CCO (EtOH). The product is ClC1=CNC2=CC(=CC=C12)C(=O)NC(COCC1CCN(CC1)CCO)C1=C(C=CC=C1)Cl (3-Chloro-N-[1-(2-chlorophenyl)-2-[1-(2-hydroxyethyl)-piperidin-4-ylmethoxy]ethyl]-1H-indole-6-carboxamide). The yield is 31.7%. Reaction SMILES: [Cl:1][C:2]1[C:10]2[C:5](=[CH:6][C:7]([C:11]([NH:13][CH:14]([C:24]3[CH:29]=[CH:28][CH:27]=[CH:26][C:25]=3[Cl:30])[CH2:15][O:16][CH2:17][CH:18]3[CH2:23][CH2:22][NH:21][CH2:20][CH2:19]3)=[O:12])=[CH:8][CH:9]=2)[NH:4][CH:3]=1.C(=O)([O-])[O-].[K+].[K+].[I-].[K+].Cl[CH2:40][CH2:41][OH:42]>CCO.O>[Cl:1][C:2]1[C:10]2[C:5](=[CH:6][C:7]([C:11]([NH:13][CH:14]([C:24]3[CH:29]=[CH:28][CH:27]=[CH:26][C:25]=3[Cl:30])[CH2:15][O:16][CH2:17][CH:18]3[CH2:23][CH2:22][N:21]([CH2:40][CH2:41][OH:42])[CH2:20][CH2:19]3)=[O:12])=[CH:8][CH:9]=2)[NH:4][CH:3]=1 |f:1.2.3,4.5|. Reported procedure: To a solution of 3-chloro-N-[1-(2-chlorophenyl)-2-(piperidin-4-ylmethoxy)ethyl]-1H-indole-6-carboxamide (200 mg, 0.45 mmol) in 5 mL of EtOH was added potassium carbonate (247 mg, 1.8 mmol), potassium iodide (224 mg, 1.4 mmol) and 2-chloroethanol (0.09 mL, 1.4 mmol). The reaction was allowed to stir at room temperature overnight after which time water was added and the resulting precipitate was isolated by filtration. Purification of the filtrate (SiO2: 10:0.5 EtOAc:isopropylamine) provided 70 mg... Procedure: In Example 106, reaction of compound 340 with aminomethylbenzene 341 yielded the model compound 342 containing a thiourea linkage, as follows: To a solution of isothiocyanate 340 (1.80 g, 10 mol, prepared in Example 105 from the p-nitro aniline 339), benzylamine 341 (1.64 mL, 15 mmol) was added dropwise. The resulting mixture was stirred for 16 hours, then evaporated. The solid residue was washed on a filter sequentially with 2N HCl (5×10 mL), and H2O (5×5 mL), then dried in vacuo to produce a c... Conditions: time 16 hour. Yield: 76.0%. Reaction SMILES: [N-:1]=[C:2]=[S:3].[N+:4]([C:7]1[CH:13]=[CH:12][C:10]([NH2:11])=[CH:9][CH:8]=1)([O-:6])=[O:5].N[CH2:15][C:16]1[CH:21]=[CH:20][CH:19]=[CH:18][CH:17]=1>>[CH2:15]([N:11]([C:10]1[CH:12]=[CH:13][C:7]([N+:4]([O-:6])=[O:5])=[CH:8][CH:9]=1)[C:2]([NH2:1])=[S:3])[C:16]1[CH:21]=[CH:20][CH:19]=[CH:18][CH:17]=1. The product is C(C1=CC=CC=C1)N(C(=S)N)C1=CC=C(C=C1)[N+](=O)[O-] (benzyl-(4-nitrophenyl) thiourea). Reactants: [N-]=C=S (isothiocyanate), [N+](=O)([O-])C1=CC=C(N)C=C1 (p-nitro aniline), NCC1=CC=CC=C1 (aminomethylbenzene). Reactants: [Li+].[OH-] (LiOH), COC(C)=O.C(C)C(CC)(C1=CC(=C(C=C1)CCC(C(C)(C)C)O)C)C1=CC(=C(S1)S(=O)(=O)N)C ((5-{1-ethyl-1-[4-(3-hydroxy-4,4-dimethyl-pentyl)-3-methyl-phenyl]-propyl}-3-methyl-thiophene-2-sulfonylamine)-acetic acid methyl ester). Product: C(C)C(CC)(C1=CC(=C(C=C1)CCC(C(C)(C)C)O)C)C1=CC(=C(S1)S(=O)(=O)NCC(=O)O)C ((5-{1-Ethyl-1-[4-(3-hydroxy-4,4-dimethyl-pentyl)-3-methyl-phenyl]-propyl}-3-methyl-thiophene-2-sulfonylamino)-acetic acid). RXN SMILES: [Li+].[OH-].C[O:4][C:5](=[O:7])[CH3:6].[CH2:8]([C:10]([C:28]1[S:32][C:31]([S:33]([NH2:36])(=[O:35])=[O:34])=[C:30]([CH3:37])[CH:29]=1)([C:13]1[CH:18]=[CH:17][C:16]([CH2:19][CH2:20][CH:21]([OH:26])[C:22]([CH3:25])([CH3:24])[CH3:23])=[C:15]([CH3:27])[CH:14]=1)[CH2:11][CH3:12])[CH3:9]>>[CH2:8]([C:10]([C:28]1[S:32][C:31]([S:33]([NH:36][CH2:6][C:5]([OH:4])=[O:7])(=[O:35])=[O:34])=[C:30]([CH3:37])[CH:29]=1)([C:13]1[CH:18]=[CH:17][C:16]([CH2:19][CH2:20][CH:21]([OH:26])[C:22]([CH3:24])([CH3:25])[CH3:23])=[C:15]([CH3:27])[CH:14]=1)[CH2:11][CH3:12])[CH3:9] |f:0.1,2.3|. Procedure details: Using LiOH hydrolysis as described in Example 136, (5-{1-ethyl-1-[4-(3-hydroxy-4,4-dimethyl-pentyl)-3-methyl-phenyl]-propyl}-3-methyl-thiophene-2-sulfonylamine)-acetic acid methyl ester gives the title compound (quant).